From a dataset of the Open Reaction Database (ORD), a public repository of structured organic reaction records. describe an organic reaction: reactants, conditions, products, and yield Reported procedure: 1-(3,3-Dimethyl-6-nitro-2,3-dihydro-indol-1-yl)ethanone (1.8 g, Step C) was dissolved in EtOH (50 mL), 12N HCl (50 mL) was added and the resulting mixture was heated at 70° C. overnight. After the mixture was concentrated in vacuo, it was partitioned between saturated NaHCO3 solution and EtOAc, the resulting organic layer was dried over MgSO4, filtered and concentrated in vacuo to afford a yellow solid. MS: 193 (M+1). Calc'd. for C10H12N2O2—192.21. Reaction SMILES: [CH3:1][C:2]1([CH3:17])[C:10]2[C:5](=[CH:6][C:7]([N+:11]([O-:13])=[O:12])=[CH:8][CH:9]=2)[N:4](C(=O)C)[CH2:3]1.Cl>CCO>[CH3:1][C:2]1([CH3:17])[C:10]2[C:5](=[CH:6][C:7]([N+:11]([O-:13])=[O:12])=[CH:8][CH:9]=2)[NH:4][CH2:3]1. Product: CC1(CNC2=CC(=CC=C12)[N+](=O)[O-])C (3,3-dimethyl-6-nitroindoline). The reactants are CC1(CN(C2=CC(=CC=C12)[N+](=O)[O-])C(C)=O)C (1-(3,3-Dimethyl-6-nitro-2,3-dihydro-indol-1-yl)ethanone), Cl (HCl). Conditions: temperature 70 celsius. Run in CCO (EtOH). Starting materials: C(C=C)O[C@@H]1C[C@@H](C2=CC(=CC=C12)OCCC)N ((1S,3R)-3-(allyloxy)-6-propoxy-2,3-dihydro-1H-inden-1-amine), C(C=C)O[C@@H]1C[C@@H](C2=CC(=CC(=C12)C)C)NC(C(F)(F)F)=O (N-((1S,3R)-3-(allyloxy)-4,6-Dimethyl-2,3-dihydro-1H-inden-1-yl)-2,2,2-trifluoroacetamide), FC(C(=O)N[C@@H]1C[C@@H](C2=CC=C(C=C12)C)O)(F)F (2,2,2-trifluoro-N-((1R,3S)-3-hydroxy-6-methyl-2,3-dihydro-1H-inden-1-yl)acetamide). Product: C(C=C)O[C@@H]1C[C@@H](C2=CC(=CC(=C12)C)C)N ((1S,3R)-3-(allyloxy)-4,6-dimethyl-2,3-dihydro-1H-inden-1-amine). Yield: 94.0%. RXN SMILES: C(O[C@H]1C2C(=CC(OCCC)=CC=2)[C@@H](N)C1)C=C.[CH2:19]([O:22][C@H:23]1[C:31]2[C:26](=[CH:27][C:28]([CH3:33])=[CH:29][C:30]=2[CH3:32])[C@@H:25]([NH:34]C(=O)C(F)(F)F)[CH2:24]1)[CH:20]=[CH2:21].FC(F)(F)C(N[C@H]1C2C(=CC=C(C)C=2)[C@@H](O)C1)=O>>[CH2:19]([O:22][C@H:23]1[C:31]2[C:26](=[CH:27][C:28]([CH3:33])=[CH:29][C:30]=2[CH3:32])[C@@H:25]([NH2:34])[CH2:24]1)[CH:20]=[CH2:21]. Procedure: Step BN (1): N-((1S,3R)-3-(allyloxy)-4,6-Dimethyl-2,3-dihydro-1H-inden-1-yl)-2,2,2-trifluoroacetamide from Preparation BM was N-deprotected by a procedure analogous to Step U (2) to afford 900 mg (94% yield) of (1S,3R)-3-(allyloxy)-4,6-dimethyl-2,3-dihydro-1H-inden-1-amine as a white solid. LC-MS (M+H)+=218.15; 1H NMR (500 MHz, CDCl3) δ ppm 7.00 (s, 1H) 6.90 (s, 1H) 5.91-6.04 (m, 1H) 5.26-5.34 (m, 1H) 5.13-5.20 (m, J=10.38, 1.53 Hz, 1H) 4.18-4.05 (m, 2H) 4.05-4.00 (m, 1H) 2.57-2.67 (m, 1H) 2.34 ... The reactants are COC=1C=C(C=C(C1C(C)C)OC)C=CC1=C(C=C(C=C1F)F)F (1-(3,5-dimethoxy-4-i-propylphenyl)-2-(2,4,6-trifluorophenyl)ethene), Cl.N1=CC=CC=C1 (pyridine hydrochloride). Yields the product C(C)(C)C1=C(C=C(C=C1O)C=CC1=C(C=C(C=C1F)F)F)O (2-i-Propyl-5-[2-(2,4,6-trifluorophenyl)ethenyl]-1,3-benzenediol). The yield is 14.0%. As a reaction SMILES: C[O:2][C:3]1[CH:4]=[C:5]([CH:14]=[CH:15][C:16]2[C:21]([F:22])=[CH:20][C:19]([F:23])=[CH:18][C:17]=2[F:24])[CH:6]=[C:7]([O:12]C)[C:8]=1[CH:9]([CH3:11])[CH3:10].Cl.N1C=CC=CC=1>>[CH:9]([C:8]1[C:3]([OH:2])=[CH:4][C:5]([CH:14]=[CH:15][C:16]2[C:21]([F:22])=[CH:20][C:19]([F:23])=[CH:18][C:17]=2[F:24])=[CH:6][C:7]=1[OH:12])([CH3:11])[CH3:10] |f:1.2|. Reported procedure: This material was prepared from 1-(3,5-dimethoxy-4-i-propylphenyl)-2-(2,4,6-trifluorophenyl)ethene and pyridine hydrochloride in 14% yield in the same way as described in example 29. 1HNMR (CDCl3, ppm): δ 1.42 (d, J=7.1 Hz, 6H), 3.50 (qint, J=7.1 Hz, 1H), 4.77 (br, 2H), 6.55 (s, 2H), 6.59-7.24 (m, 4H). Reactants: CC#CCCO, Clc1nsnc1-c1cccnc1, [H-], [Na+], C1CCOC1, O. Yields the product CC#CCCOc1nsnc1-c1cccnc1. Reaction SMILES: [CH2:1]([CH2:2][C:3]#[C:4][CH3:5])[OH:6].[Cl:9][c:10]1[c:11](-[c:15]2[cH:16][n:17][cH:18][cH:19][cH:20]2)[n:12][s:13][n:14]1.[H-:7].[Na+:8].[O:22]1[CH2:23][CH2:24][CH2:25][CH2:26]1.[OH2:21]>>[CH2:1]([CH2:2][C:3]#[C:4][CH3:5])[O:6][c:10]1[c:11](-[c:15]2[cH:16][n:17][cH:18][cH:19][cH:20]2)[n:12][s:13][n:14]1. The reactants are BrCc1cccc(Br)n1, CCOC(=O)c1c[nH]c2nc(C)ccc2c1=O, CN([SiH](C)C)[Si](C)(C)C, CCOC(C)=O, [K], C1CCOC1, O. Product: CCOC(=O)c1cn(Cc2cccc(Br)n2)c2nc(C)ccc2c1=O. Reaction SMILES: [Br:28][c:29]1[n:30][c:31]([CH2:35][Br:36])[cH:32][cH:33][cH:34]1.[CH2:11]([CH3:12])[O:13][C:14](=[O:15])[c:16]1[cH:17][nH:18][c:19]2[n:20][c:21]([CH3:27])[cH:22][cH:23][c:24]2[c:25]1=[O:26].[CH3:1][SiH:2]([CH3:3])[N:4]([CH3:5])[Si:6]([CH3:7])([CH3:8])[CH3:9].[CH3:43][CH2:44][O:45][C:46](=[O:47])[CH3:48].[K:10].[O:38]1[CH2:39][CH2:40][CH2:41][CH2:42]1.[OH2:37]>>[CH2:11]([CH3:12])[O:13][C:14](=[O:15])[c:16]1[cH:17][n:18]([CH2:35][c:31]2[n:30][c:29]([Br:28])[cH:34][cH:33][cH:32]2)[c:19]2[n:20][c:21]([CH3:27])[cH:22][cH:23][c:24]2[c:25]1=[O:26]. Reactants: C(=O)(OC)C1=C(C=CC=C1)C1=CC=C(C=C1)CN1C(=NC(=C1C=O)Cl)C(CCC)Br (1-[(2'-carbomethoxybiphenyl-4-yl)methyl]-2-(1-bromobutyl)-4-chloroimidazole-5-carboxaldehyde), N12CCCCC2C=NCCC1 (1,8-diazabicyclo[4.5.0]undec-7-ene). Solvent: O1CCCC1 (tetrahydrofuran), C(C)OCC (diethyl ether). Product: C(=O)(OC)C1=C(C=CC=C1)C1=CC=C(C=C1)CN1C(=NC(=C1C=O)Cl)\C=C\CC (1-[(2'-carbomethoxybiphenyl-4-yl)methyl]-2-(1-trans-butenyl)-4-chloroimidazole-5-carboxaldehyde). The yield is 57.7%. Reaction SMILES: [C:1]([C:5]1[CH:10]=[CH:9][CH:8]=[CH:7][C:6]=1[C:11]1[CH:16]=[CH:15][C:14]([CH2:17][N:18]2[C:22]([CH:23]=[O:24])=[C:21]([Cl:25])[N:20]=[C:19]2[CH:26](Br)[CH2:27][CH2:28][CH3:29])=[CH:13][CH:12]=1)([O:3][CH3:4])=[O:2].N12CCCN=CC1CCCC2>O1CCCC1.C(OCC)C>[C:1]([C:5]1[CH:10]=[CH:9][CH:8]=[CH:7][C:6]=1[C:11]1[CH:16]=[CH:15][C:14]([CH2:17][N:18]2[C:22]([CH:23]=[O:24])=[C:21]([Cl:25])[N:20]=[C:19]2/[CH:26]=[CH:27]/[CH2:28][CH3:29])=[CH:13][CH:12]=1)([O:3][CH3:4])=[O:2]. Reported procedure: A solution of 0.54 g of 1-[(2'-carbomethoxybiphenyl-4-yl)methyl]-2-(1-bromobutyl)-4-chloroimidazole-5-carboxaldehyde and 0.33 mL of 1,8-diazabicyclo[4.5.0]undec-7-ene in 10 mL of tetrahydrofuran was stirred at 25° C. for 18 hours. The reaction mixture was diluted with diethyl ether, washed with dilute hydrochloric acid, water, and brine, dried over anhydrous sodium sulfate, filtered, and concentrated in vacuo. Column chromatography (elution: ethyl acetate/benzene) furnished 0.26 g of 1-[(2'-carb... Starting materials: C1(=CC=C(C=C1)S(=O)(=O)Cl)C (p-toluenesulfonyl chloride), N1(CCCCC1)C(C)O (1-piperidinoethanol). Solvent: C(Cl)Cl (methylene chloride), C(Cl)Cl (methylene chloride). Reaction conditions: time 12 hour. The product is ClCCN1CCCCC1 (2-Chloroethylpiperidine). As a reaction SMILES: C1(C)C=CC(S([Cl:10])(=O)=O)=CC=1.[N:12]1([CH:18](O)[CH3:19])[CH2:17][CH2:16][CH2:15][CH2:14][CH2:13]1>C(Cl)Cl>[Cl:10][CH2:19][CH2:18][N:12]1[CH2:17][CH2:16][CH2:15][CH2:14][CH2:13]1. Procedure: Into a 50 mL round bottom flask is placed 6.40 g (33.6 mmol) of p-toluenesulfonyl chloride and 25 mL of methylene chloride. The resulting solution is cooled with an ice bath as 4.00 g (31.0 mmol) of 1-piperidinoethanol in 6 mL of methylene chloride is added dropwise. After the addition is complete, the ice bath is removed and the resulting slurry is stirred for about 12 hours. The reaction mixture is concentrated on a rotary evaporator to yield a solid residue which may then be used as in Prepar... The reactants are [H][H] (hydrogen), ClC1=CC=C(C(=O)NNC2=CC=C(C=C2)[N+](=O)[O-])C=C1 (1-(4-Chlorobenzoyl)-2-(4-nitrophenyl)hydrazine), S(=O)(=O)([O-])[O-].[Ba+2] (barium sulfate), Cl (hydrochloric acid). Reagents/catalysts: [Pd] (palladium). Solvent: C(C)O (ethanol). The product is Cl.ClC1=CC=C(C(=O)NNC2=CC=C(C=C2)N)C=C1 (1-(4-Chlorobenzoyl)-2-(4-aminophenyl)hydrazine hydrochloride). Reaction SMILES: [Cl:1][C:2]1[CH:20]=[CH:19][C:5]([C:6]([NH:8][NH:9][C:10]2[CH:15]=[CH:14][C:13]([N+:16]([O-])=O)=[CH:12][CH:11]=2)=[O:7])=[CH:4][CH:3]=1.S([O-])([O-])(=O)=O.[Ba+2].Cl.[H][H]>C(O)C.[Pd]>[ClH:1].[Cl:1][C:2]1[CH:20]=[CH:19][C:5]([C:6]([NH:8][NH:9][C:10]2[CH:15]=[CH:14][C:13]([NH2:16])=[CH:12][CH:11]=2)=[O:7])=[CH:4][CH:3]=1 |f:1.2,7.8|. Procedure details: 1-(4-Chlorobenzoyl)-2-(4-nitrophenyl)hydrazine (2.92g, 0.01 mole) and 5% palladium or barium sulfate (catalytic amount) were suspended in a mixture of ethanol (350 ml) and concentrated hydrochloric acid (5 ml) in a Parr shaker bottle. The reaction mixture was hydrogenated at room temperature until the theoretical amount of hydrogen had been taken up. The reaction mixture was filtered and the solvent was evaporated from the filtrate leaving a tan solid. Yield 2.9 g (99%), m.p. 209° C (dec.). Starting materials: COC1=CC2=C(SC(=C2)B(O)O)C=C1 (5-methoxybenzo[b]thiophene-2-boronic acid), BrC1=CC=C(OCCN2CCCC2)C=C1 (1-(2-(4-bromophenoxy)ethyl)pyrrolidine). Yields the product COC1=CC2=C(SC(=C2)C2=CC=C(C=C2)OCCN2CCCC2)C=C1 (5-Methoxy-2-[4-[2-(1-pyrrolidinyl)ethoxy]phenyl]benzo[b]thiophene). Yield: 47.0%. Reaction SMILES: [CH3:1][O:2][C:3]1[CH:14]=[CH:13][C:6]2[S:7][C:8](B(O)O)=[CH:9][C:5]=2[CH:4]=1.Br[C:16]1[CH:29]=[CH:28][C:19]([O:20][CH2:21][CH2:22][N:23]2[CH2:27][CH2:26][CH2:25][CH2:24]2)=[CH:18][CH:17]=1>>[CH3:1][O:2][C:3]1[CH:14]=[CH:13][C:6]2[S:7][C:8]([C:16]3[CH:17]=[CH:18][C:19]([O:20][CH2:21][CH2:22][N:23]4[CH2:24][CH2:25][CH2:26][CH2:27]4)=[CH:28][CH:29]=3)=[CH:9][C:5]=2[CH:4]=1. Reported procedure: The title compound was prepared in 47% yield by essentially following the procedures in Example 1, Part B, from 5-methoxybenzo[b]thiophene-2-boronic acid (Part B) and 1-(2-(4-bromophenoxy)ethyl)pyrrolidine. Reactants: c12c(ncnc1Cl)[nH]cc2, O([C@@H]1[C@@H]([C@H](O[C@H]1OC(=O)C)COC(c1ccccc1)=O)OC(c1ccccc1)=O)C(c1ccccc1)=O. The reagents and catalysts are c1ccc(cc1)-c2c3ccccc3cc4ccccc24 (9-Phenylanthracene), [Li+].F[P-](F)(F)(F)(F)F (LiPF6). The solvent is C(Cl)Cl (dichloromethane). Run at temperature 60 celsius, time 18 hour. Yields the product Clc1ncnc2c1ccn2C3O[C@H](COC(=O)c4ccccc4)[C@@H](OC(=O)c5ccccc5)[C@H]3OC(=O)c6ccccc6. RXN SMILES: [Cl:1][c:2]1[c:10]([c:6]2[n:5][cH:4][n:3]1)[cH:9][cH:8][nH:7]2.CC(O[C@H:11]1[C@H:34]([O:35][C:36]([c:38]2[cH:43][cH:42][cH:41][cH:40][cH:39]2)=[O:37])[C@H:24]([O:25][C:26]([c:28]3[cH:33][cH:32][cH:31][cH:30][cH:29]3)=[O:27])[C@@H:13]([CH2:14][O:15][C:16]([c:18]4[cH:23][cH:22][cH:21][cH:20][cH:19]4)=[O:17])[O:12]1)=O>>[Cl:1][c:2]1[c:10]2[c:6]([n:7]([CH:11]3[C@H:34]([O:35][C:36]([c:38]4[cH:43][cH:42][cH:41][cH:40][cH:39]4)=[O:37])[C@H:24]([O:25][C:26]([c:28]5[cH:33][cH:32][cH:31][cH:30][cH:29]5)=[O:27])[C@@H:13]([CH2:14][O:15][C:16]([c:18]6[cH:23][cH:22][cH:21][cH:20][cH:19]6)=[O:17])[O:12]3)[cH:8][cH:9]2)[n:5][cH:4][n:3]1.